From a dataset of the Open Reaction Database (ORD), a public repository of structured organic reaction records. describe an organic reaction: reactants, conditions, products, and yield Reactants: ClC1=CC=C(C=C1)C1=NC=2N(C(=C1)C(F)(F)F)N=CC2C#C (5-(4-chloro-phenyl)-3-ethynyl-7-trifluoromethyl pyrazolo[1,5-a]pyrimidine), BrC=1C=C(C=CC1)S(=O)(=O)NC(CO)(C)C (3-bromo-N-(2-hydroxy-1,1-dimethyl-ethyl)-benzenesulfonamide). The product is ClC1=CC=C(C=C1)C1=NC=2N(C(=C1)C(F)(F)F)N=CC2C#CC=2C=C(C=CC2)S(=O)(=O)NC(CO)(C)C (3-[5-(4-Chloro-phenyl)-7-trifluoromethyl-pyrazolo[1,5-a]pyrimidin-3-ylethynyl]-N-(2-hydroxy-1,1-dimethyl-ethyl)-benzenesulfonamide), solid. Isolated yield 44.0%. RXN SMILES: [Cl:1][C:2]1[CH:7]=[CH:6][C:5]([C:8]2[CH:13]=[C:12]([C:14]([F:17])([F:16])[F:15])[N:11]3[N:18]=[CH:19][C:20]([C:21]#[CH:22])=[C:10]3[N:9]=2)=[CH:4][CH:3]=1.Br[C:24]1[CH:25]=[C:26]([S:30]([NH:33][C:34]([CH3:38])([CH3:37])[CH2:35][OH:36])(=[O:32])=[O:31])[CH:27]=[CH:28][CH:29]=1>>[Cl:1][C:2]1[CH:7]=[CH:6][C:5]([C:8]2[CH:13]=[C:12]([C:14]([F:15])([F:17])[F:16])[N:11]3[N:18]=[CH:19][C:20]([C:21]#[C:22][C:24]4[CH:25]=[C:26]([S:30]([NH:33][C:34]([CH3:38])([CH3:37])[CH2:35][OH:36])(=[O:31])=[O:32])[CH:27]=[CH:28][CH:29]=4)=[C:10]3[N:9]=2)=[CH:4][CH:3]=1. Reported procedure: The title compound was prepared from 5-(4-chloro-phenyl)-3-ethynyl-7-trifluoromethyl pyrazolo[1,5-a]pyrimidine (example C.4) (322 mg, 1.0 mmol) and 3-bromo-N-(2-hydroxy-1,1-dimethyl-ethyl)-benzenesulfonamide (370 mg, 1.2 mmol) according to general procedure II. Obtained as a yellow solid (244 mg, 44%). MS (ISP) 549.3 [(M+H)+]; mp 226-229° C. Reactants: C1(=CC=CC=C1)C (toluene), formula II, ClC(=O)[O-] (chloroformate). Run in C1=CC=CC=C1 (benzene). Yields the product C1(=CC=CC=C1)OC(=O)Cl (phenylchloroformate), N-phenoxycarbonyl. As a reaction SMILES: [Cl:1][C:2]([O-:4])=[O:3].[C:5]1(C)[CH:10]=[CH:9][CH:8]=[CH:7][CH:6]=1>C1C=CC=CC=1>[C:5]1([O:3][C:2]([Cl:1])=[O:4])[CH:10]=[CH:9][CH:8]=[CH:7][CH:6]=1. Procedure details: Alternatively, a compound of formula II can be treated with a chloroformate, e.g., an alkylchloroformate or phenylchloroformate, at a temperature of 25°-125° C. in a solvent such as toluene or benzene to provide the corresponding N-alkoxycarbonyl or N-phenoxycarbonyl compound.